This data is from the Open Reaction Database (ORD), a public repository of structured organic reaction records. The task is: describe an organic reaction: reactants, conditions, products, and yield The reactants are FC(C1=CC(=CC=C1)C1=CC=NC=2N1N=CC2C(=O)N)(F)F (7-(α,α,α-trifluoro-m-tolyl)pyrazolo[1,5-a]pyrimidine-3-carboxamide), P(=O)(Cl)(Cl)Cl (phosphorus oxychloride). The product is FC(C1=CC(=CC=C1)C1=CC=NC=2N1N=CC2C#N)(F)F (7-(α,α,α-Trifluoro-m-tolyl)pyrazolo[1,5-a]pyrimidine-3-carbonitrile). RXN SMILES: [F:1][C:2]([F:22])([F:21])[C:3]1[CH:8]=[CH:7][CH:6]=[C:5]([C:9]2[N:14]3[N:15]=[CH:16][C:17]([C:18]([NH2:20])=O)=[C:13]3[N:12]=[CH:11][CH:10]=2)[CH:4]=1.P(Cl)(Cl)(Cl)=O>>[F:21][C:2]([F:1])([F:22])[C:3]1[CH:8]=[CH:7][CH:6]=[C:5]([C:9]2[N:14]3[N:15]=[CH:16][C:17]([C:18]#[N:20])=[C:13]3[N:12]=[CH:11][CH:10]=2)[CH:4]=1. Procedure details: One gram of 7-(α,α,α-trifluoro-m-tolyl)pyrazolo[1,5-a]pyrimidine-3-carboxamide and 5 ml. of phosphorus oxychloride is refluxed for 3 hours. The reaction mixture is evaporated to dryness and the residue is dissolved in methylene chloride, washed with saturated sodium bicarbonate solution, dried with anhydrous sodium sulfate. After passing through a short pad of hydrous magnesium silicate with eluent methylene chloride. Concentration of the eluent with addition of n-hexane gives the product, m.p. ... Reactants: [BH4-], CC1CCc2ccc(CC(=O)O)cc2C(=O)C1, CO, Cl, [Na+], O. The product is CC1C=Cc2cc(CC(=O)O)ccc2CC1. RXN SMILES: [BH4-:18].[CH3:1][CH:2]1[CH2:3][CH2:4][c:5]2[c:6]([cH:10][c:11]([CH2:14][C:15](=[O:16])[OH:17])[cH:12][cH:13]2)[C:7](=[O:9])[CH2:8]1.[CH3:21][OH:22].[ClH:20].[Na+:19].[OH2:23]>>[CH3:1][CH:2]1[CH2:3][CH2:4][c:5]2[c:6]([cH:10][c:11]([CH2:14][C:15](=[O:16])[OH:17])[cH:12][cH:13]2)[CH:7]=[CH:8]1. Starting materials: COC(=O)c1ccc2c(c1N)CCC2, CC(C)OC(=O)Cl, ClCCl, Cl, c1ccncc1. Yields the product COC(=O)c1ccc2c(c1NC(=O)OC(C)C)CCC2. Reaction SMILES: [CH3:8][O:9][C:10](=[O:11])[c:12]1[c:13]([NH2:21])[c:14]2[c:18]([cH:19][cH:20]1)[CH2:17][CH2:16][CH2:15]2.[Cl:1][C:2](=[O:3])[O:4][CH:5]([CH3:6])[CH3:7].[Cl:29][CH2:30][Cl:31].[ClH:28].[cH:22]1[cH:23][cH:24][n:25][cH:26][cH:27]1>>[C:2](=[O:3])([O:4][CH:5]([CH3:6])[CH3:7])[NH:21][c:13]1[c:12]([C:10]([O:9][CH3:8])=[O:11])[cH:20][cH:19][c:18]2[c:14]1[CH2:15][CH2:16][CH2:17]2.